From a dataset of the Open Reaction Database (ORD), a public repository of structured organic reaction records. describe an organic reaction: reactants, conditions, products, and yield Reactants: ClC1=CC(=C(C=C1)[C@@H](CC(=O)C1=CC(=NC=C1)C)C1=CC=C(C=C1)N1CCC(CC1)C(=O)O)C (1-{4-[(S)-1-(4-chloro-2-methyl-phenyl)-3-(2-methyl-pyridin-4-yl)-3-oxo-propyl]-phenyl}-piperidine-4-carboxylic acid), Cl.NO (hydroxylamine hydrochloride), C(O)([O-])=O.[Na+] (sodium hydrogencarbonate). Yields the product ClC1=CC(=C(C=C1)[C@@H](C\C(\C1=CC(=NC=C1)C)=N/O)C1=CC=C(C=C1)N1CCC(CC1)C(=O)O)C (1-{4-[(S)-1-(4-Chloro-2-methyl-phenyl)-3-[(E)-hydroxyimino]-3-(2-methyl-pyridin-4-yl)-propyl]-phenyl}-piperidine-4-carboxylic acid). Reaction SMILES: [Cl:1][C:2]1[CH:7]=[CH:6][C:5]([C@H:8]([C:19]2[CH:24]=[CH:23][C:22]([N:25]3[CH2:30][CH2:29][CH:28](C(O)=O)[CH2:27][CH2:26]3)=[CH:21][CH:20]=2)[CH2:9][C:10]([C:12]2[CH:17]=[CH:16][N:15]=[C:14]([CH3:18])[CH:13]=2)=O)=[C:4]([CH3:34])[CH:3]=1.Cl.[NH2:36][OH:37].[C:38](=[O:41])([O-])[OH:39].[Na+]>>[Cl:1][C:2]1[CH:7]=[CH:6][C:5]([C@H:8]([C:19]2[CH:20]=[CH:21][C:22]([N:25]3[CH2:30][CH2:29][CH:28]([C:38]([OH:39])=[O:41])[CH2:27][CH2:26]3)=[CH:23][CH:24]=2)[CH2:9]/[C:10](=[N:36]\[OH:37])/[C:12]2[CH:17]=[CH:16][N:15]=[C:14]([CH3:18])[CH:13]=2)=[C:4]([CH3:34])[CH:3]=1 |f:1.2,3.4|. Procedure details: In analogy to example 132, step 6, from 1-{4-[(S)-1-(4-chloro-2-methyl-phenyl)-3-(2-methyl-pyridin-4-yl)-3-oxo-propyl]-phenyl}-piperidine-4-carboxylic acid and hydroxylamine hydrochloride in the presence of sodium hydrogencarbonate was prepared the title compound as a light yellow foam, MS (ESI−): m/z=490.3 ([M−H]−).